From a dataset of the Open Reaction Database (ORD), a public repository of structured organic reaction records. describe an organic reaction: reactants, conditions, products, and yield Yields the product CN(Cc1cc2cc(F)ccc2n1C)C(=O)C=Cc1cnc2c(c1)CCC(=O)N2. Starting materials: CCN=C=NCCCN(C)C, CCN(C(C)C)C(C)C, CNCc1cc2cc(F)ccc2n1C, O=C(O)C=Cc1cnc2c(c1)CCC(=O)N2, CN(C)C=O, O, On1nnc2ccccc21. RXN SMILES: [CH3:50][N:51]([CH3:52])[CH2:53][CH2:54][CH2:55][N:56]=[C:57]=[N:58][CH2:59][CH3:60].[CH:41]([N:42]([CH:43]([CH3:44])[CH3:45])[CH2:46][CH3:47])([CH3:48])[CH3:49].[F:1][c:2]1[cH:3][c:4]2[cH:5][c:6]([CH2:12][NH:13][CH3:14])[n:7]([CH3:11])[c:8]2[cH:9][cH:10]1.[O:15]=[C:16]1[CH2:17][CH2:18][c:19]2[cH:20][c:21]([CH:26]=[CH:27][C:28](=[O:29])[OH:30])[cH:22][n:23][c:24]2[NH:25]1.[O:61]=[CH:62][N:63]([CH3:64])[CH3:65].[OH2:66].[OH:31][n:32]1[c:33]2[cH:34][cH:35][cH:36][cH:37][c:38]2[n:39][n:40]1>>[F:1][c:2]1[cH:3][c:4]2[cH:5][c:6]([CH2:12][N:13]([CH3:14])[C:28]([CH:27]=[CH:26][c:21]3[cH:20][c:19]4[c:24]([n:23][cH:22]3)[NH:25][C:16](=[O:15])[CH2:17][CH2:18]4)=[O:30])[n:7]([CH3:11])[c:8]2[cH:9][cH:10]1. The reactants are FC1(CC(C1)C1=NSC(=C1CO)C(F)(F)F)F ((3-(3,3-difluorocyclobutyl)-5-(trifluoromethyl)isothiazol-4-yl)methanol), FC=1C=C(C=C(C1O)F)CCC(=O)OCC (ethyl 3-(3,5-difluoro-4-hydroxyphenyl)propanoate). The product is FC1(CC(C1)C1=NSC(=C1COC1=C(C=C(C=C1F)CCC(=O)O)F)C(F)(F)F)F (3-(4-[[3-(3,3-difluorocyclobutyl)-5-(trifluoromethyl)-1,2-thiazol-4-yl]methoxy]-3,5-difluorophenyl) propanoic acid). RXN SMILES: [F:1][C:2]1([F:17])[CH2:5][CH:4]([C:6]2[C:10]([CH2:11][OH:12])=[C:9]([C:13]([F:16])([F:15])[F:14])[S:8][N:7]=2)[CH2:3]1.[F:18][C:19]1[CH:20]=[C:21]([CH2:27][CH2:28][C:29]([O:31]CC)=[O:30])[CH:22]=[C:23]([F:26])[C:24]=1O>>[F:17][C:2]1([F:1])[CH2:5][CH:4]([C:6]2[C:10]([CH2:11][O:12][C:24]3[C:23]([F:26])=[CH:22][C:21]([CH2:27][CH2:28][C:29]([OH:31])=[O:30])=[CH:20][C:19]=3[F:18])=[C:9]([C:13]([F:15])([F:16])[F:14])[S:8][N:7]=2)[CH2:3]1. Reported procedure: The title compound was prepared according to the procedure described in Example 1 starting following Step 5 and 6 coupling (3-(3,3-difluorocyclobutyl)-5-(trifluoromethyl)isothiazol-4-yl)methanol and ethyl 3-(3,5-difluoro-4-hydroxyphenyl)propanoate followed by hydrolysis to afford the desired product as an off-white solid. 1H NMR (300 MHz, CD3OD) δ 6.96 (d, J=7.2 Hz, 2H), 5.19 (s, 2H), 3.80-3.93 (m, 1H), 2.99-3.16 (m, 4H), 2.89 (t, J=7.5 Hz, 2H), 2.61 (t, J=7.2 Hz, 3H). Mass spectrum (ESI, m/z): ... Starting materials: CN[C@H]1[C@@H](C2=CC=CC=C2C1)O (trans-2-methylamino-1-indanol), C=C1CC(=O)O1 (diketene). Solvent: C(C)O (ethanol). Conditions: time 1 hour. Yields the product CN(C(CC(=O)C)=O)[C@H]1[C@@H](C2=CC=CC=C2C1)O (trans-2-(N-methyl-N-acetoacetylamino)-1-indanol). RXN SMILES: [CH3:1][NH:2][C@@H:3]1[CH2:11][C:10]2[C:5](=[CH:6][CH:7]=[CH:8][CH:9]=2)[C@H:4]1[OH:12].[CH2:13]=[C:14]1[O:18][C:16](=[O:17])[CH2:15]1>C(O)C>[CH3:1][N:2]([C@@H:3]1[CH2:11][C:10]2[C:5](=[CH:6][CH:7]=[CH:8][CH:9]=2)[C@H:4]1[OH:12])[C:16](=[O:17])[CH2:15][C:14]([CH3:13])=[O:18]. Procedure: To a solution of trans-2-methylamino-1-indanol (4.9 g, 0.03 m) in 100 ml of ethanol was added 2.8 g (0.033 m) of diketene. After stirring about 1 hour the mixture was concentrated to dryness in vacuo. The residue was dissolved in acetonitrile and the solvent was evaporated in vacuo to 6.3 g (85%) of an oily residue which was used directly in the next step.